Dataset: the Open Reaction Database (ORD), a public repository of structured organic reaction records. Task: describe an organic reaction: reactants, conditions, products, and yield As a reaction SMILES: [NH2:1][C:2]1[S:3][C:4]([F:7])=[CH:5][N:6]=1.[C:8](Cl)(Cl)=[O:9]>C(OCC)(=O)C>[F:7][C:4]1[S:3][C:2]([N:1]=[C:8]=[O:9])=[N:6][CH:5]=1. Product: FC1=CN=C(S1)N=C=O (5-Fluorothiazol-2-yl Isocyanate). Reactants: NC=1SC(=CN1)F (2-Amino-5-fluorothiazole), C(=O)(Cl)Cl (phosgene). Reaction conditions: time 3 hour. Reported procedure: 2-Amino-5-fluorothiazole (19.0 grams) and a saturated solution of phosgene in ethyl acetate (200 ml) are charged into a glass reaction vessel equipped with a mechanical stirrer, thermometer and reflux condenser. The reaction mixture is heated at reflux with stirring for a period of about 3 hours. After this time the reaction mixture is cooled and filtered to recover the desired product 5-fluorothiazol-2-yl isocyanate dimer. Solvent: C(C)(=O)OCC (ethyl acetate). Reactants: FC(C1=CC=C(C=C1)SC1=NNC=N1)(F)F (3-[4-(trifluoromethyl)phenylthio]-1,2,4-triazole), OO (hydrogen peroxide), O (water), S(=S)(=O)([O-])[O-].[Na+].[Na+] (sodium thiosulfate). The solvent is C(C)(=O)O (acetic acid). Run at temperature 100 celsius, time 3 hour. Yields the product FC(C1=CC=C(C=C1)S(=O)(=O)C1=NNC=N1)(F)F (3-[4-(trifluoromethyl)phenylsulfonyl]-1,2,4-triazole). Isolated yield 77.0%. RXN SMILES: [F:1][C:2]([F:16])([F:15])[C:3]1[CH:8]=[CH:7][C:6]([S:9][C:10]2[N:14]=[CH:13][NH:12][N:11]=2)=[CH:5][CH:4]=1.OO.[OH2:19].S([O-])([O-])(=[O:22])=S.[Na+].[Na+]>C(O)(=O)C>[F:16][C:2]([F:15])([F:1])[C:3]1[CH:8]=[CH:7][C:6]([S:9]([C:10]2[N:14]=[CH:13][NH:12][N:11]=2)(=[O:22])=[O:19])=[CH:5][CH:4]=1 |f:3.4.5|. Procedure: 76.4 g of 3-[4-(trifluoromethyl)phenylthio]-1,2,4-triazole synthesized by a method similar to that employed to prepare the precursor according to Reference Example 4 was dissolved in 400 ml of acetic acid, and 140 g of 30% hydrogen peroxide solution was added. Then, the temperature was gradually raised, and the solution was stirred at 100° C. for three hours. Then, the reactant solution was cooled to room temperature, and a water solution of sodium thiosulfate was added. Then, precipitate was fi... The reactants are [N+](=O)([O-])C1=CC=2C(=NC(N2)=O)C=C1[N+](=O)[O-] (5,6-dinitro-2-benzoimidazolone), P(=O)(Cl)(Cl)Cl (phosphorous oxychloride). Product: [N+](=O)([O-])C1=CC2=C(N=C(N2)Cl)C=C1[N+](=O)[O-] (5,6-dinitro-2-chlorobenzimidazole). Isolated yield 64.7%. RXN SMILES: [N+:1]([C:4]1[C:13]([N+:14]([O-:16])=[O:15])=[CH:12][C:7]2=[N:8][C:9](=O)[N:10]=[C:6]2[CH:5]=1)([O-:3])=[O:2].P(Cl)(Cl)([Cl:19])=O>>[N+:1]([C:4]1[C:13]([N+:14]([O-:16])=[O:15])=[CH:12][C:7]2[N:8]=[C:9]([Cl:19])[NH:10][C:6]=2[CH:5]=1)([O-:3])=[O:2]. Reported procedure: As represented in the following synthesis scheme, 10 g of 2-benzoimidazolone was heated and stirred in 100 mL of nitric acid (1.38) at 70° C. for 1 hour, followed by diluting with cold water, to thereby obtain yellow green 5,6-dinitro-2-benzoimidazolone (yield 76.5%). The thus obtained 5,6-dinitro-2-benzoimidazolone was refluxed in phosphorous oxychloride at 140° C. for 7 hours, followed by evaporating the excessive phosphorous oxychloride under reduced pressure, and neutralizing with an aqueous... The reactants are [Si](C)(C)(C(C)(C)C)OCC=1C=C(C=C(C1)CO[Si](C)(C)C(C)(C)C)C=1C=CC=2C=CC3=CC=CC=C3C2C1 (3-(3,5-bis-tert-butyldimethylsilyloxymethylphenyl)-phenanthrene), C(C1=CC=C(OC)C=C1)(C1=CC=C(OC)C=C1)(C1=CC=CC=C1)Cl (DMTrCl). The solvent is CO (methanol). Run at time 27 hour. The product is OCC=1C=C(C=C(C1)COC(C1=CC=C(C=C1)OC)(C1=CC=C(C=C1)OC)C1=CC=CC=C1)C1=CC=CC=2C3=CC=CC=C3C=CC12 (1-(3-hydroxymethyl-5-(4,4′-dimethoxytrityloxy)methylphenyl)-phenanthrene). As a reaction SMILES: [Si]([O:8][CH2:9][C:10]1[CH:11]=[C:12]([C:25]2[CH:26]=[CH:27][C:28]3[CH:29]=[CH:30][C:31]4[C:36]([C:37]=3[CH:38]=2)=[CH:35][CH:34]=[CH:33][CH:32]=4)[CH:13]=[C:14]([CH2:16][O:17][Si](C(C)(C)C)(C)C)[CH:15]=1)(C(C)(C)C)(C)C.[C:39](Cl)([C:56]1[CH:61]=[CH:60][CH:59]=[CH:58][CH:57]=1)([C:48]1[CH:55]=[CH:54][C:51]([O:52][CH3:53])=[CH:50][CH:49]=1)[C:40]1[CH:47]=[CH:46][C:43]([O:44][CH3:45])=[CH:42][CH:41]=1>CO>[OH:17][CH2:16][C:14]1[CH:13]=[C:12]([C:25]2[C:38]3[CH:29]=[CH:30][C:31]4[C:36](=[CH:35][CH:34]=[CH:33][CH:32]=4)[C:37]=3[CH:28]=[CH:27][CH:26]=2)[CH:11]=[C:10]([CH2:9][O:8][C:39]([C:56]2[CH:61]=[CH:60][CH:59]=[CH:58][CH:57]=2)([C:48]2[CH:55]=[CH:54][C:51]([O:52][CH3:53])=[CH:50][CH:49]=2)[C:40]2[CH:47]=[CH:46][C:43]([O:44][CH3:45])=[CH:42][CH:41]=2)[CH:15]=1. Procedure: 14.5 ml of pyrizine was added to dissolve 0.932 g of Compound (10) in an Ar atmosphere, and 1.27 g (3.77 mmol, 1.3 eq) of DMTrCl were added. This was agitated for 27 hours in an Ar atmosphere. After extraction with chloroform, the organic layer was washed with H2O, sat. NaHCO3 aq and sat. NaCl aq, and dried by addition of anhydrous NaSO4. The solvent was distilled off under reduced pressure, and 0.3473 g (0.56 mmol, 3-step 23%) of Compound (11) was isolated by silica gel chromatography (chlorofo... Reaction SMILES: C([O:5][C:6](=[O:26])[CH2:7][NH:8][C:9]([C:11]1[CH:20]=[C:19]2[C:14]([C:15]([Cl:25])=[CH:16][N:17]=[C:18]2[NH:21][C:22]([NH2:24])=[NH:23])=[CH:13][CH:12]=1)=[O:10])(C)(C)C.[C:27]([C:31]([OH:33])=[O:32])([F:30])([F:29])[F:28]>C1(C)C=CC=CC=1>[F:28][C:27]([F:30])([F:29])[C:31]([OH:33])=[O:32].[Cl:25][C:15]1[C:14]2[C:19](=[CH:20][C:11]([C:9]([NH:8][CH2:7][C:6]([OH:26])=[O:5])=[O:10])=[CH:12][CH:13]=2)[C:18]([NH:21][C:22]([NH2:24])=[NH:23])=[N:17][CH:16]=1 |f:3.4|. Reactants: C(C)(C)(C)OC(CNC(=O)C1=CC=C2C(=CN=C(C2=C1)NC(=N)N)Cl)=O (N-[(4-chloro-1-guanidino-7-isoquinolinyl)carbonyl]glycine t-butyl ester), C(F)(F)(F)C(=O)O (CF3CO2H). The solvent is C1(=CC=CC=C1)C (PhMe). Product: FC(C(=O)O)(F)F.ClC1=CN=C(C2=CC(=CC=C12)C(=O)NCC(=O)O)NC(=N)N (N-[(4-chloro-1-guanidino-7-isoquinolinyl)carbonyl]glycine trifluoroacetate). Procedure details: A solution of N-[(4-chloro-1-guanidino-7-isoquinolinyl)carbonyl]glycine t-butyl ester (24 mg, 0.06 mmol) in CF3CO2H (0.5 ml) was stirred at 0° C. for 1.5 h. The reaction mixture was diluted with PhMe, evaporated in vacuo, azeotroping with PhMe, and the residue triturated with Et2O to give N-[(4-chloro-1-guanidino-7-isoquinolinyl)carbonyl]glycine trifluoroacetate (21 mg, 0.05 mmol) as a white solid. Reactants: [N+](=O)([O-])C=1C=C(CN2N=NC(=C2)CCC(=O)O)C=CC1 (3-[1-(3-nitrobenzyl)-1,2,3-triazol-4-yl]-propionic acid), NOS(=O)(=O)O (hydroxylamine-O-sulphonic acid), [N+](=O)([O-])C=1C=C(CN2N=NC(=C2)C=CC(=O)O)C=CC1 (3-[1-(3-nitrobenzyl)-1,2,3-triazol-4-yl]-acrylic acid). Product: [N+](=O)([O-])C=1C=C(CN2N=NC(=C2)C=CC=O)C=CC1 (3-[1-(3-nitrobenzyl)-1,2,3-triazol-4-yl]-acrolein). Isolated yield 22.0%. Reaction SMILES: [N+:1]([C:4]1[CH:5]=[C:6]([CH:18]=[CH:19][CH:20]=1)[CH2:7][N:8]1[CH:12]=[C:11]([CH2:13][CH2:14][C:15](O)=[O:16])[N:10]=[N:9]1)([O-:3])=[O:2].NOS(O)(=O)=O.[N+](C1C=C(C=CC=1)CN1C=C(C=CC(O)=O)N=N1)([O-])=O>>[N+:1]([C:4]1[CH:5]=[C:6]([CH:18]=[CH:19][CH:20]=1)[CH2:7][N:8]1[CH:12]=[C:11]([CH:13]=[CH:14][CH:15]=[O:16])[N:10]=[N:9]1)([O-:3])=[O:2]. Reported procedure: 3-[1-(3-nitrobenzyl)-1,2,3-triazol-4-yl]-propionic acid (m.p. 147°-150° C.; prepared by reduction by means of hydroxylamine-O-sulphonic acid of 3-[1-(3-nitrobenzyl)-1,2,3-triazol-4-yl]-acrylic acid (m.p. 155°-158° C.), which is obtained by oxidation of the corresponding 3-[1-(3-nitrobenzyl)-1,2,3-triazol-4-yl]-acrolein (m.p. 136°-140° C.):